From a dataset of the Open Reaction Database (ORD), a public repository of structured organic reaction records. describe an organic reaction: reactants, conditions, products, and yield Starting materials: [H-].[Na+] (sodium hydride), O (water), IC=1C=NNC1 (4-iodo-1H-pyrazol), BrC(C)C (2-bromopropane). The solvent is CN(C=O)C (N,N-dimethylformamide). Reaction conditions: temperature 0 celsius, time 30 minute. The product is IC=1C=NN(C1)C(C)C (4-Iodo-1-isopropyl-1H-pyrazole). Reaction SMILES: [H-].[Na+].[I:3][C:4]1[CH:5]=[N:6][NH:7][CH:8]=1.Br[CH:10]([CH3:12])[CH3:11].O>CN(C)C=O>[I:3][C:4]1[CH:5]=[N:6][N:7]([CH:10]([CH3:12])[CH3:11])[CH:8]=1 |f:0.1|. Procedure details: Under argon atmosphere, 96 mg of 60% sodium hydride was suspended in 6 ml of N,N-dimethylformamide, and 388 mg of 4-iodo-1H-pyrazol was added at 0° C., and the mixture was stirred at 0° C. for 30 minutes. Subsequently, 0.21 ml of 2-bromopropane was added and the reaction mixture was stirred at 100° C. for 2 hours. The reaction solution was added with water. The solution was subjected to extraction with ethyl acetate. The organic layer was washed with brine and then dried over magnesium sulfate. ...